This data is from the Open Reaction Database (ORD), a public repository of structured organic reaction records. The task is: describe an organic reaction: reactants, conditions, products, and yield The reactants are NC1=CC=C(C=C1)N1CCC(CC1)C1=NNC(O1)=O (5-[1-(4-aminophenyl)-4-piperidyl]-2,3-dihydro-1,3,4-oxadiazol-2-one), [N+](=O)([O-])C1=CC=C(O1)C=O (5-nitro2-furaldehyde). The reagents and catalysts are CC(=O)O (CH3COOH). The solvent is CO (methanol). Product: [N+](=O)([O-])C1=CC=C(O1)\C=N\C1=CC=C(C=C1)N1CCC(CC1)C1=NNC(O1)=O (5-[1-(4-[(E)-1-(5-Nitro-2-furyl)methylidene]aminophenyl)-4-piperidyl]-2,3-dihydro-1,3,4-oxadiazol-2-one). Yield: 80.0%. RXN SMILES: [NH2:1][C:2]1[CH:7]=[CH:6][C:5]([N:8]2[CH2:13][CH2:12][CH:11]([C:14]3[O:18][C:17](=[O:19])[NH:16][N:15]=3)[CH2:10][CH2:9]2)=[CH:4][CH:3]=1.[N+:20]([C:23]1[O:27][C:26]([CH:28]=O)=[CH:25][CH:24]=1)([O-:22])=[O:21]>CC(O)=O.CO>[N+:20]([C:23]1[O:27][C:26](/[CH:28]=[N:1]/[C:2]2[CH:3]=[CH:4][C:5]([N:8]3[CH2:9][CH2:10][CH:11]([C:14]4[O:18][C:17](=[O:19])[NH:16][N:15]=4)[CH2:12][CH2:13]3)=[CH:6][CH:7]=2)=[CH:25][CH:24]=1)([O-:22])=[O:21]. Reported procedure: 5-[1-(4-Aminophenyl)-4-piperidyl]-2,3-dihydro-1,3,4-oxadiazol-2-one (7a, 0.26 g, 1 mmol) on reacting with 5-nitro2-furaldehyde in the presence of catalytic amount of CH3COOH (3 drops) in methanol at 0° C. for 10 h and the obtained solid is filtered, washed with water and recrystallized in ethanol to obtain product 5-[1-(4-[(E)-1-(5-nitro-2-furyl)methylidene]aminophenyl)-4-piperidyl]-2,3-dihydro-1,3,4-oxadiazol-2-one (9a, 306 mg, 80%). Starting materials: ClC=1C(=NC=C(N1)Cl)C#N (3,5-dichloropyrazine-2-carbonitrile), CCN(C(C)C)C(C)C (DIEA), N1(CC[C@H]2NCCC[C@H]21)C(=O)OC(C)(C)C ((3aR,7aR)-tert-butyl octahydro-1H-pyrrolo[3,2-b]pyridine-1-carboxylate). Solvent: CCOC(=O)C (EtOAc), CN(C)C=O (DMF). Run at time 3.5 hour. The product is ClC1=C(N=CC(=N1)N1[C@H]2[C@@H](CCC1)N(CC2)C(=O)OC(C)(C)C)C#N ((3aR,7aR)-tert-butyl 4-(6-chloro-5-cyanopyrazin-2-yl)octahydro-1H-pyrrolo[3,2-b]pyridine-1-carboxylate). Yield: 96.9%. As a reaction SMILES: [N:1]1([C:10]([O:12][C:13]([CH3:16])([CH3:15])[CH3:14])=[O:11])[C@H:9]2[C@H:4]([NH:5][CH2:6][CH2:7][CH2:8]2)[CH2:3][CH2:2]1.[Cl:17][C:18]1[C:19]([C:25]#[N:26])=[N:20][CH:21]=[C:22](Cl)[N:23]=1.CCN(C(C)C)C(C)C>CN(C=O)C.CCOC(C)=O>[Cl:17][C:18]1[N:23]=[C:22]([N:5]2[CH2:6][CH2:7][CH2:8][C@H:9]3[N:1]([C:10]([O:12][C:13]([CH3:16])([CH3:15])[CH3:14])=[O:11])[CH2:2][CH2:3][C@@H:4]23)[CH:21]=[N:20][C:19]=1[C:25]#[N:26]. Reported procedure: Commercial (3aR,7aR)-tert-butyl octahydro-1H-pyrrolo[3,2-b]pyridine-1-carboxylate (416, CAS: 1251010-63-5, 476 mg, 2.1 mmol) was dissolved in 15 mL DMF. To it were added 3,5-dichloropyrazine-2-carbonitrile (340 mg, 1.9 mmol) and DIEA (500 μL, 2.9 mmol). The mixture was stirred at RT for 3.5 hours, diluted with 100 mL EtOAc, washed with water ×3, dried, concentrated in vacuo, and subjected to silica flash column using 0 to 3% MeOH in DCM to isolate (3aR,7aR)-tert-butyl 4-(6-chloro-5-cyanopyrazin-... Product: Cc1cccc(C)c1NC(=O)CN1CCNCC1. Starting materials: C1CNCCN1, Cc1cccc(C)c1NC(=O)CCl, CCO. Reaction SMILES: [CH2:14]1[CH2:15][NH:16][CH2:17][CH2:18][NH:19]1.[CH3:1][c:2]1[c:3]([NH:9][C:10](=[O:11])[CH2:12][Cl:13])[c:4]([CH3:8])[cH:5][cH:6][cH:7]1.[CH3:20][CH2:21][OH:22]>>[CH3:1][c:2]1[c:3]([NH:9][C:10](=[O:11])[CH2:12][N:16]2[CH2:15][CH2:14][NH:19][CH2:18][CH2:17]2)[c:4]([CH3:8])[cH:5][cH:6][cH:7]1. The reactants are ClC1=CC(=C(C=C1)C=1N(C2=CC(=CC=C2C1C1CCCCC1)C(=O)OC)CC(=O)OC)CNCCN(C)C (methyl 2[4-chloro-2-({[2-(dimethylamino)ethyl]amino}methyl)phenyl)-3-cyclohexyl-1-(2-methoxy-2-oxoethyl)-1H-indole-6-carboxylate), CO[Na] (MeONa). The solvent is CCOC(=O)C (EtOAc), CO (MeOH). Conditions: time 8 hour. Yields the product ClC=1C=CC2=C(CN(C(CN3C2=C(C=2C=CC(=CC23)C(=O)OC)C2CCCCC2)=O)CCN(C)C)C1 (methyl 3-chloro-14-cyclohexyl-6-[2-(dimethylamino)ethyl]-7-oxo-5,6,7,8-tetrahydroindolo[2,1-a][2,5]benzodiazocine-11-carboxylate). RXN SMILES: [Cl:1][C:2]1[CH:7]=[CH:6][C:5]([C:8]2[N:9]([CH2:27][C:28](OC)=[O:29])[C:10]3[C:15]([C:16]=2[CH:17]2[CH2:22][CH2:21][CH2:20][CH2:19][CH2:18]2)=[CH:14][CH:13]=[C:12]([C:23]([O:25][CH3:26])=[O:24])[CH:11]=3)=[C:4]([CH2:32][NH:33][CH2:34][CH2:35][N:36]([CH3:38])[CH3:37])[CH:3]=1.CO[Na]>CO.CCOC(C)=O>[Cl:1][C:2]1[CH:7]=[CH:6][C:5]2[C:8]3=[C:16]([CH:17]4[CH2:22][CH2:21][CH2:20][CH2:19][CH2:18]4)[C:15]4[CH:14]=[CH:13][C:12]([C:23]([O:25][CH3:26])=[O:24])=[CH:11][C:10]=4[N:9]3[CH2:27][C:28](=[O:29])[N:33]([CH2:34][CH2:35][N:36]([CH3:38])[CH3:37])[CH2:32][C:4]=2[CH:3]=1. Procedure details: To a solution of methyl 2-[4-chloro-2-({[2-(dimethylamino)ethyl]amino}methyl)phenyl-3-cyclohexyl-1-(2-methoxy-2-oxoethyl)-1H-indole-6-carboxylate (from Step 5) in dry MeOH (0.05 M), 10% in weight of MeONa was added and the mixture stirred at RT overnight. The volume of the solution was reduced in vacuo before being diluted with EtOAc. The organic phase was washed with HCl 1 N, brine. The organic phase was dried over Na2SO4, filtered and the solvent evaporated in vacuo to afford the title compoun... The reactants are CCOC(=O)c1cn2c3c(cccc13)CCC2, CCO, O. Product: O=C(O)c1cn2c3c(cccc13)CCC2. As a reaction SMILES: [CH2:1]([CH3:2])[O:3][C:4](=[O:5])[c:6]1[cH:7][n:8]2[c:17]3[c:12]([cH:13][cH:14][cH:15][c:16]13)[CH2:11][CH2:10][CH2:9]2.[CH3:18][CH2:19][OH:20].[OH2:21]>>[O:3]=[C:4]([OH:5])[c:6]1[cH:7][n:8]2[c:17]3[c:12]([cH:13][cH:14][cH:15][c:16]13)[CH2:11][CH2:10][CH2:9]2. As a reaction SMILES: [CH3:23][O:24][C:25]([CH:26]([CH2:27][CH2:28][CH2:29][CH2:30][CH2:31][CH3:32])[OH:33])=[O:34].[K+:22].[OH-:21].[OH:1][CH:2]([CH2:3][NH:4][CH2:5][CH2:6][CH2:7][CH2:8][CH2:9][CH2:10][CH2:11][CH2:12][CH2:13][CH2:14][CH2:15][CH2:16][CH2:17][CH3:18])[CH2:19][OH:20]>>[OH:1][CH:2]([CH2:3][N:4]([CH2:5][CH2:6][CH2:7][CH2:8][CH2:9][CH2:10][CH2:11][CH2:12][CH2:13][CH2:14][CH2:15][CH2:16][CH2:17][CH3:18])[C:25](=[O:24])[CH:26]([CH2:27][CH2:28][CH2:29][CH2:30][CH2:31][CH3:32])[OH:33])[CH2:19][OH:20]. The product is CCCCCCCCCCCCCCN(CC(O)CO)C(=O)C(O)CCCCCC. Starting materials: CCCCCCC(O)C(=O)OC, [K+], [OH-], CCCCCCCCCCCCCCNCC(O)CO. The reactants are ClC=1NC2=C(N1)C=CC=C2 (2-chlorobenzimidazole), CC1=C2CCCC(C2=CC(=C1)C)N (5 ,7-dimethyl-1,2,3,4-tetrahydro-1-naphthylamine). The product is N1=C(NC2=C1C=CC=C2)NC2CCCC1=C(C=C(C=C21)C)C (N-(Benzimidazol-2-yl)-5,7-dimethyl-1,2,3,4-tetrahydro-1-naphthylamine). RXN SMILES: Cl[C:2]1[NH:3][C:4]2[CH:10]=[CH:9][CH:8]=[CH:7][C:5]=2[N:6]=1.[CH3:11][C:12]1[CH:21]=[C:20]([CH3:22])[CH:19]=[C:18]2[C:13]=1[CH2:14][CH2:15][CH2:16][CH:17]2[NH2:23]>>[N:6]1[C:5]2[CH:7]=[CH:8][CH:9]=[CH:10][C:4]=2[NH:3][C:2]=1[NH:23][CH:17]1[C:18]2[C:13](=[C:12]([CH3:11])[CH:21]=[C:20]([CH3:22])[CH:19]=2)[CH2:14][CH2:15][CH2:16]1. Reported procedure: The title compound was prepared from 2-chlorobenzimidazole and 5 ,7-dimethyl-1,2,3,4-tetrahydro-1-naphthylamine (prepared by Procedure B from 5,7-dimethyl-1-tetralone) by Procedure A (60 min at 170° C. followed by 20 min at 200° C.). The product was purified by recrystallisation to give the title compound as the free base and as a mixture of enantiomers (white solid, mp 250-252° C.). MS(ES+) m/z 292 ([M+1]+, 100). Procedure details: Boron tribromide (1.0 M solution in dichloromethane, 110 ml, 0.11 mol) was added dropwise to a stirred solution of N-(4-chloro-3-methylisothiazol-5-yl)-2-(4-methoxyphenyl)propionamide (125 g, 0.040 mol) in dichloromethane (200 ml) at −70° C. Once the addition was complete the cooling bath was removed and the mixture was allowed to warm to room temperature overnight. The mixture was cooled to 0° C. and excess methanol added cautiously. The solvent was evaporated in vacuo, and the residue was part... Yields the product ClC=1C(=NSC1NC(C(C)C1=CC=C(C=C1)O)=O)C (N-(4-chloro-3-methylisothiazol-5-yl)-2-(4-hydroxyphenyl)propionamide). As a reaction SMILES: B(Br)(Br)Br.[Cl:5][C:6]1[C:7]([CH3:24])=[N:8][S:9][C:10]=1[NH:11][C:12](=[O:23])[CH:13]([C:15]1[CH:20]=[CH:19][C:18]([O:21]C)=[CH:17][CH:16]=1)[CH3:14]>ClCCl>[Cl:5][C:6]1[C:7]([CH3:24])=[N:8][S:9][C:10]=1[NH:11][C:12](=[O:23])[CH:13]([C:15]1[CH:20]=[CH:19][C:18]([OH:21])=[CH:17][CH:16]=1)[CH3:14]. Yield: 99.4%. Reactants: B(Br)(Br)Br (Boron tribromide), ClC=1C(=NSC1NC(C(C)C1=CC=C(C=C1)OC)=O)C (N-(4-chloro-3-methylisothiazol-5-yl)-2-(4-methoxyphenyl)propionamide). The solvent is ClCCl (dichloromethane). Starting materials: C(C1=CC=CC=C1)(C1=CC=CC=C1)N1C(=CC2=CC=CC(=C12)OC=1C=CC=C2C=C(N(C12)C(C1=CC=CC=C1)C1=CC=CC=C1)C)C (Benzhydryl-2-methyl-1H-indol-7-yl-ether). Reagents/catalysts: [OH-].[Pd+2].[OH-] (palladium hydroxide). Run in CO (methanol), C1(=CC=CC=C1)C (toluene). Product: CC=1NC2=C(C=CC=C2C1)O (2-Methyl-1H-indol-7-ol). Isolated yield 50.1%. Reaction SMILES: C([N:14]1[C:22]2[C:17](=[CH:18][CH:19]=[CH:20][C:21]=2[O:23]C2C=CC=C3C=2N(C(C2C=CC=CC=2)C2C=CC=CC=2)C(C)=C3)[CH:16]=[C:15]1[CH3:47])(C1C=CC=CC=1)C1C=CC=CC=1>CO.C1(C)C=CC=CC=1.[OH-].[Pd+2].[OH-]>[CH3:47][C:15]1[NH:14][C:22]2[C:17]([CH:16]=1)=[CH:18][CH:19]=[CH:20][C:21]=2[OH:23] |f:3.4.5|. Procedure: Benzhydryl-2-methyl-1H-indol-7-yl-ether (85 mg, 0.271 mmol) in methanol (MeOH) (3 mL) and toluene (3 mL) was hydrogenated in the presence of 20% palladium hydroxide (Pd(OH)2) (40 mg) at 40 p.s.i for 70 min at room temperature. The catalyst was filtered off, filtrate concentrated and the residue purified by silica gel flash chromatography to give subtitled compound (20 mg).